This data is from the Open Reaction Database (ORD), a public repository of structured organic reaction records. The task is: describe an organic reaction: reactants, conditions, products, and yield Starting materials: COC(=O)C=1N(C2=CC=C(C=C2C1C(=O)OC)O)C1=CC=C(C=C1)OC(C)C (5-Hydroxy-1-(4-isopropoxyphenyl)-indole-2,3-dicarboxylic acid dimethyl ester), ClC=1C=C(C=CC1)B(O)O (3-chlorophenylboronic acid). The product is COC(=O)C=1N(C2=CC=C(C=C2C1C(=O)OC)OC1=CC(=CC=C1)Cl)C1=CC=C(C=C1)OC(C)C (5-(3-Chlorophenoxy)-1-(4-isopropoxyphenyl)-indole-2,3-dicarboxylic acid dimethyl ester). RXN SMILES: [CH3:1][O:2][C:3]([C:5]1[N:6]([C:19]2[CH:24]=[CH:23][C:22]([O:25][CH:26]([CH3:28])[CH3:27])=[CH:21][CH:20]=2)[C:7]2[C:12]([C:13]=1[C:14]([O:16][CH3:17])=[O:15])=[CH:11][C:10]([OH:18])=[CH:9][CH:8]=2)=[O:4].[Cl:29][C:30]1[CH:31]=[C:32](B(O)O)[CH:33]=[CH:34][CH:35]=1>>[CH3:1][O:2][C:3]([C:5]1[N:6]([C:19]2[CH:20]=[CH:21][C:22]([O:25][CH:26]([CH3:28])[CH3:27])=[CH:23][CH:24]=2)[C:7]2[C:12]([C:13]=1[C:14]([O:16][CH3:17])=[O:15])=[CH:11][C:10]([O:18][C:34]1[CH:33]=[CH:32][CH:31]=[C:30]([Cl:29])[CH:35]=1)=[CH:9][CH:8]=2)=[O:4]. Reported procedure: The sub-title compound was prepared in accordance with step (a) Example 18 from 5-hydroxyindole-1-(4-isopropoxyphenyl)-2,3-dicarboxylic acid dimethyl ester (150 mg-0.39 mmol, see step (a) Example 19) and 3-chlorophenylboronic acid (120 mg, 0.78 mmol). Yield 93 mg (49%). The reactants are [BH4-].[Li+] (lithium tetrahydroborate), C(C)(C)(C)OC(=O)N1CC2=CC=C(C=C2C1)N (5-amino-1,3-dihydro-isoindole-2-carboxylic acid tert-butyl ester). The solvent is O1CCCC1 (tetrahydrofuran), O1CCCC1 (tetrahydrofuran). Reaction conditions: temperature 5 celsius, time 1 hour. The product is CN1CC2=CC=C(C=C2C1)N (2-Methyl-2,3-dihydro-1H-isoindol-5-ylamine), solid. The yield is 43.0%. As a reaction SMILES: [BH4-].[Li+].C(O[C:8]([N:10]1[CH2:18][C:17]2[C:12](=[CH:13][CH:14]=[C:15]([NH2:19])[CH:16]=2)[CH2:11]1)=O)(C)(C)C>O1CCCC1>[CH3:8][N:10]1[CH2:18][C:17]2[C:12](=[CH:13][CH:14]=[C:15]([NH2:19])[CH:16]=2)[CH2:11]1 |f:0.1|. Reported procedure: 166 e) To a cooled solution of 2.0 M of lithium tetrahydroborate in tetrahydrofuran (13 mL, 26 mmol) at 5° C. was added dropwise a solution of 5-amino-1,3-dihydro-isoindole-2-carboxylic acid tert-butyl ester (1.0 g, 4.3 mmol) in tetrahydrofuran (50 mL). Gas evolution was noted. The mixture was stirred for 1 hour at 5° C. then warmed to room temperature and stirred for 24 hours. The mixture was cooled to 5° C. in a ice/water bath and the reaction was quenched by addition of sodium sulfate decahyd... Starting materials: [BH3-]C#N, CCNCC, CO, CN1C(=O)C(c2cccc(-c3cccnc3F)c2)(c2cc(C=O)n(CCF)c2)N=C1N, [Na+]. Product: CCN(CC)Cc1cc(C2(c3cccc(-c4cccnc4F)c3)N=C(N)N(C)C2=O)cn1CCF. As a reaction SMILES: [C:37]([BH3-:38])#[N:39].[CH2:32]([CH3:33])[NH:34][CH2:35][CH3:36].[CH3:41][OH:42].[NH2:1][C:2]1=[N:6][C:5]([c:7]2[cH:8][c:9](-[c:13]3[c:14]([F:19])[n:15][cH:16][cH:17][cH:18]3)[cH:10][cH:11][cH:12]2)([c:20]2[cH:21][c:22]([CH:28]=[O:29])[n:23]([CH2:25][CH2:26][F:27])[cH:24]2)[C:4](=[O:30])[N:3]1[CH3:31].[Na+:40]>>[NH2:1][C:2]1=[N:6][C:5]([c:7]2[cH:8][c:9](-[c:13]3[c:14]([F:19])[n:15][cH:16][cH:17][cH:18]3)[cH:10][cH:11][cH:12]2)([c:20]2[cH:21][c:22]([CH2:28][N:34]([CH2:32][CH3:33])[CH2:35][CH3:36])[n:23]([CH2:25][CH2:26][F:27])[cH:24]2)[C:4](=[O:30])[N:3]1[CH3:31]. The reactants are [Al+3], CC(C)O, CC(C)[O-], CC(C)[O-], CC(C)[O-], Cc1ccccc1, Cl, CSc1ccc(C(O)C(C)N)cc1, CC(NC(=O)OC(C)(C)C)C(O)c1ccc2c(c1)OCCO2. Product: Cl, CC(N)C(O)c1ccc2c(c1)OCCO2. As a reaction SMILES: [Al+3:45].[CH3:37][CH:38]([OH:39])[CH3:40].[CH3:41][CH:42]([CH3:43])[O-:44].[CH3:46][CH:47]([CH3:48])[O-:49].[CH3:50][CH:51]([CH3:52])[O-:53].[CH3:54][c:55]1[cH:56][cH:57][cH:58][cH:59][cH:60]1.[ClH:1].[NH2:2][CH:3]([CH3:4])[CH:5]([c:6]1[cH:7][cH:8][c:9]([S:10][CH3:11])[cH:12][cH:13]1)[OH:14].[O:15]1[CH2:16][CH2:17][O:18][c:19]2[c:20]1[cH:21][cH:22][c:23]([CH:25]([CH:26]([CH3:27])[NH:28][C:29](=[O:30])[O:31][C:32]([CH3:33])([CH3:34])[CH3:35])[OH:36])[cH:24]2>>[ClH:1].[O:15]1[CH2:16][CH2:17][O:18][c:19]2[c:20]1[cH:21][cH:22][c:23]([CH:25]([CH:26]([CH3:27])[NH2:28])[OH:36])[cH:24]2. The reactants are Nc1ccn(Cc2ccccc2)c(=O)c1[N+](=O)[O-], C1CCOC1, O=[Pt]. The product is Nc1ccn(Cc2ccccc2)c(=O)c1N. As a reaction SMILES: [NH2:1][c:2]1[c:3]([N+:16]([O-:17])=[O:18])[c:4](=[O:15])[n:5]([CH2:8][c:9]2[cH:10][cH:11][cH:12][cH:13][cH:14]2)[cH:6][cH:7]1.[O:19]1[CH2:20][CH2:21][CH2:22][CH2:23]1.[Pt:24]=[O:25]>>[NH2:1][c:2]1[c:3]([NH2:16])[c:4](=[O:15])[n:5]([CH2:8][c:9]2[cH:10][cH:11][cH:12][cH:13][cH:14]2)[cH:6][cH:7]1. The yield is 75.0%. Solvent: C(CCl)Cl (EDC). Reactants: COC(C1=CC(=C(C=C1)NC)N)=O (3-amino-4-methylamino-benzoic acid methyl ester), NC=1SC2=C(N1)C=CC(=C2)Cl (2-amino-6-chloro-benzothiazole), C(=S)(N1C=NC=C1)N1C=NC=C1 (1,1′-thiocarbonyldiimidazole). As a reaction SMILES: [CH3:1][O:2][C:3](=[O:13])[C:4]1[CH:9]=[CH:8][C:7]([NH:10][CH3:11])=[C:6]([NH2:12])[CH:5]=1.[NH2:14][C:15]1[S:16][C:17]2[CH:23]=[C:22]([Cl:24])[CH:21]=[CH:20][C:18]=2[N:19]=1.[C:25](N1C=CN=C1)(N1C=CN=C1)=S>C(Cl)CCl>[CH3:1][O:2][C:3]([C:4]1[CH:9]=[CH:8][C:7]2[N:10]([CH3:25])[C:11]([NH:14][C:15]3[S:16][C:17]4[CH:23]=[C:22]([Cl:24])[CH:21]=[CH:20][C:18]=4[N:19]=3)=[N:12][C:6]=2[CH:5]=1)=[O:13]. Procedure details: 2-(6-Chloro-benzothiazol-2-ylamino)-1-methyl-1H-benzoimidazole-5-carboxylic acid methyl ester (842 mg) was prepared by following General Procedure D starting from 3-amino-4-methylamino-benzoic acid methyl ester (650 mg), 2-amino-6-chloro-benzothiazole (556 mg), 1,1′-thiocarbonyldiimidazole (715 mg), and EDC (865 mg). LC/MS: m/z 373.7. 1H NMR (DMSO-d6, 400 MHz): δ 12.39 (bs, 1H), 8.19 (s, 1H), 7.92 (s, 1H), 7.84 (s, 1H), 7.64 (s, 1H), 7.50 (d, 1H), 7.38 (d, 1H), 3.86 (s, 3H), 3.62 (bs, 3H). Product: COC(=O)C1=CC2=C(N(C(=N2)NC=2SC3=C(N2)C=CC(=C3)Cl)C)C=C1 (2-(6-Chloro-benzothiazol-2-ylamino)-1-methyl-1H-benzoimidazole-5-carboxylic acid methyl ester). Reactants: C1(=CC=CC=C1)N1C(C(=C(C=C1)CCCCC=1N=NNC1)O)=O (1-Phenyltriazolylbutyl-3-hydroxypyridine-2-one), P12(=S)SP3(=S)SP(=S)(S1)SP(=S)(S2)S3 (P4S10), C1(=CC=CC=C1)N1C(C(=C(C=C1)CCCC=1N=NNC1)O)=S (1-Phenyltriazolylpropyl-3-hydroxypyridine-2-thione). Product: C1(=CC=CC=C1)N1C(C(=C(C=C1)CCCCC=1N=NNC1)O)=S (1-Phenyltriazolylbutyl-3-hydroxypyridine-2-thione). Isolated yield 85.2%. Reaction SMILES: [C:1]1([N:7]2[CH:12]=[CH:11][C:10]([CH2:13][CH2:14][CH2:15][CH2:16][C:17]3[N:18]=[N:19][NH:20][CH:21]=3)=[C:9]([OH:22])[C:8]2=O)[CH:6]=[CH:5][CH:4]=[CH:3][CH:2]=1.P12(SP3(SP(SP(S3)(S1)=S)(=S)S2)=S)=[S:25].C1(N2C=CC(CCCC3N=NNC=3)=C(O)C2=S)C=CC=CC=1>>[C:1]1([N:7]2[CH:12]=[CH:11][C:10]([CH2:13][CH2:14][CH2:15][CH2:16][C:17]3[N:18]=[N:19][NH:20][CH:21]=3)=[C:9]([OH:22])[C:8]2=[S:25])[CH:6]=[CH:5][CH:4]=[CH:3][CH:2]=1. Procedure: Reaction of 159c (0.055 g, 0.18 mmol) and P4S10 (0.051 g, 0.115 mmol) under neat conditions as described for synthesis of 162b gave compound 162c (0.032 g, 55%) as a olive green solid. δ 8.50 (s, 1H), 7.81 (m, 3H), 7.36 (m, 4H), 6.94 (d, J=7.6 Hz, 1H), 6.62 (t, J=6.8 Hz, 1H), 4.54 (t, J=7.6 Hz, 2H), 4.46 (t, J=6.4 Hz, 2H), 2.03 (m, 4H). 13C NMR (100 MHz, CDCl3) δ 168.51, 155.08, 147.73, 131.02, 130.36, 128.79, 128.13, 125.58, 119.91, 113.87, 112.10, 56.96, 49.41, 27.02, 25.08. HRMS (EI) calcd fo... Starting materials: C(=CCCCCCC)C1C(=O)OC(C1)=O (Octenyl succinic anhydride), [OH-].[K+] (potassium hydroxide). Yields the product di-potassium, C(=CCCCCCC)C(C(=O)O)CC(=O)O (2- octenyl-1,4-butanedioic acid). RXN SMILES: [CH:1]([CH:9]1[CH2:14][C:13](=[O:15])[O:12][C:10]1=[O:11])=[CH:2][CH2:3][CH2:4][CH2:5][CH2:6][CH2:7][CH3:8].[OH-:16].[K+]>>[CH:1]([CH:9]([CH2:14][C:13]([OH:12])=[O:15])[C:10]([OH:16])=[O:11])=[CH:2][CH2:3][CH2:4][CH2:5][CH2:6][CH2:7][CH3:8] |f:1.2|. Procedure: Octenyl succinic anhydride was added to an aqueous, 45% potassium hydroxide solution, and heated to form the di-potassium salt of 2- octenyl-1,4-butanedioic acid (the friction modifier). A lubricant, methyl 9 EO tallowate, and the friction modifier were mixed together to form a composition having a ratio of 19:1 by weight, respectively.